From a dataset of the Open Reaction Database (ORD), a public repository of structured organic reaction records. describe an organic reaction: reactants, conditions, products, and yield The reactants are CCOC(C)=O, ClCCl, COc1ccc(C(N)CCO)cc1OC1CCCC1, O=C1OC(=O)c2ccccc21. Yields the product COc1ccc(C(CCO)N2C(=O)c3ccccc3C2=O)cc1OC1CCCC1. Reaction SMILES: [CH3:31][CH2:32][O:33][C:34]([CH3:35])=[O:36].[Cl:37][CH2:38][Cl:39].[NH2:1][CH:2]([CH2:3][CH2:4][OH:5])[c:6]1[cH:7][c:8]([O:14][CH:15]2[CH2:16][CH2:17][CH2:18][CH2:19]2)[c:9]([O:12][CH3:13])[cH:10][cH:11]1.[O:20]=[C:21]1[O:22][C:23](=[O:24])[c:25]2[cH:26][cH:27][cH:28][cH:29][c:30]21>>[N:1]1([CH:2]([CH2:3][CH2:4][OH:5])[c:6]2[cH:7][c:8]([O:14][CH:15]3[CH2:16][CH2:17][CH2:18][CH2:19]3)[c:9]([O:12][CH3:13])[cH:10][cH:11]2)[C:21](=[O:20])[c:30]2[c:25]([cH:26][cH:27][cH:28][cH:29]2)[C:23]1=[O:22]. Starting materials: C(C1=CC=CC=C1)OC(=O)N[C@@H]1[C@@H](C[C@@H](CC1)NC(OC(C)(C)C)=O)C(N)=O (tert-butyl (1R,3R,4S)-4-((benzyloxycarbonyl)amino)-3-carbamoylcyclohexylcarbamate), COC=1C=CC(=CC1)P2(=S)SP(=S)(S2)C=3C=CC(=CC3)OC (Lawesson's reagent). Solvent: C1CCOC1 (THF). Conditions: time 5 hour. Product: C(C1=CC=CC=C1)OC(=O)N[C@@H]1[C@@H](C[C@@H](CC1)NC(OC(C)(C)C)=O)C(N)=S (tert-butyl (1R,3R,4S)-4-((benzyloxycarbonyl)amino)-3-carbamothioylcyclohexylcarbamate). RXN SMILES: [CH2:1]([O:8][C:9]([NH:11][C@H:12]1[CH2:17][CH2:16][C@@H:15]([NH:18][C:19](=[O:25])[O:20][C:21]([CH3:24])([CH3:23])[CH3:22])[CH2:14][C@H:13]1[C:26](=O)[NH2:27])=[O:10])[C:2]1[CH:7]=[CH:6][CH:5]=[CH:4][CH:3]=1.COC1C=CC(P2(SP(C3C=CC(OC)=CC=3)(=S)S2)=[S:38])=CC=1>C1COCC1>[CH2:1]([O:8][C:9]([NH:11][C@H:12]1[CH2:17][CH2:16][C@@H:15]([NH:18][C:19](=[O:25])[O:20][C:21]([CH3:24])([CH3:23])[CH3:22])[CH2:14][C@H:13]1[C:26](=[S:38])[NH2:27])=[O:10])[C:2]1[CH:7]=[CH:6][CH:5]=[CH:4][CH:3]=1. Procedure: To a solution of tert-butyl (1R,3R,4S)-4-((benzyloxycarbonyl)amino)-3-carbamoylcyclohexylcarbamate (4.8 g, 0.01 mol) in 50 ml of dry THF was added Lawesson's reagent (2.97 g, 0.007 mol) portionwise under nitrogen. After the completion of addition the reaction mixture was stirred for 5 h at RT. THF was removed and the crude product was dissolved in ethyl acetate. The organic layer was washed with 10% sodium hydroxide, water, brine and concentrated. The crude product was purified by recrystallizat... The solvent is C(Cl)(Cl)Cl (chloroform), O (water). Yield: 85.9%. Product: C(C)N(C(CN1C(N(C2=NC(=NC=C12)C1=CC=CC=C1)C)=O)=O)C1=CC=CC=C1 (N-ethyl-8,9-dihydro-9-methyl-8-oxo-2-phenyl-N-phenyl-7H-purin-7-acetamide). RXN SMILES: [H-].[Na+].CN(C)C=O.[CH3:8][N:9]1[C:17](=[O:18])[NH:16][C:15]2[C:10]1=[N:11][C:12]([C:19]1[CH:24]=[CH:23][CH:22]=[CH:21][CH:20]=1)=[N:13][CH:14]=2.Br[CH2:26][C:27]([N:29]([CH2:36][CH3:37])[C:30]1[CH:35]=[CH:34][CH:33]=[CH:32][CH:31]=1)=[O:28]>C(Cl)(Cl)Cl.O>[CH2:36]([N:29]([C:30]1[CH:35]=[CH:34][CH:33]=[CH:32][CH:31]=1)[C:27](=[O:28])[CH2:26][N:16]1[C:15]2[C:10](=[N:11][C:12]([C:19]3[CH:20]=[CH:21][CH:22]=[CH:23][CH:24]=3)=[N:13][CH:14]=2)[N:9]([CH3:8])[C:17]1=[O:18])[CH3:37] |f:0.1|. Starting materials: BrCC(=O)N(C1=CC=CC=C1)CC (2-bromo-N-ethyl-N-phenylacetamide), [H-].[Na+] (sodium hydride), CN(C=O)C (dimethylformamide), CN1C2=NC(=NC=C2NC1=O)C1=CC=CC=C1 (7,9-dihydro-9-methyl-2-pheny-8H-purin-8-one). Procedure details: to a mixture of about 60% sodium hydride (oily) (1.4 g) and dimethylformamide (70 ml) is added 7,9-dihydro-9-methyl-2-pheny-8H-purin-8-one (7.0 g) in portions at 0-5° C., and the mixture is stirred at 0° C. for one hour. To the mixture is added dropwise 2-bromo-N-ethyl-N-phenylacetamide (8.3 g) at the same temperature. After the addition, the mixture is stirred at room temperature for three hours. To the reaction mixture are added water and chloroform. The chloroform layer is separated, dried ov... Run at temperature 0 celsius, time 1 hour. The reagents and catalysts are C=1C=CC(=CC1)[P](C=2C=CC=CC2)(C=3C=CC=CC3)[Pd]([P](C=4C=CC=CC4)(C=5C=CC=CC5)C=6C=CC=CC6)([P](C=7C=CC=CC7)(C=8C=CC=CC8)C=9C=CC=CC9)[P](C=1C=CC=CC1)(C=1C=CC=CC1)C=1C=CC=CC1 (Tetrakis(triphenylphosphine)palladium(0)). Conditions: temperature 100 celsius. Yields the product C(C)(C)(C)OC(=O)N1C[C@H](N(CC1)C1=NC=C(C=C1)C(NC1=CC(=C(C=C1Cl)C1=CC=C(C=C1)C=1N=C(NC1)[C@H]1N(C[C@H](C1)C)C([C@H](C(C)C)NC(=O)OC)=O)OC(F)(F)F)=O)C ((R)-4-[5-(5-Chloro-4′-{2-[(2S,4S)-1-((S)-2-methoxycarbonylamino-3-methyl-butyryl)-4-methyl-pyrrolidin-2-yl]-1H-imidazol-4-yl}-2-trifluoromethoxy-biphenyl-4-ylcarbamoyl)-pyridin-2-yl]-3-methyl-piperazine-1-carboxylic acid tert-butyl ester). RXN SMILES: [CH3:1][O:2][C:3](=[O:37])[NH:4][C@H:5]([C:9]([N:11]1[CH2:15][C@@H:14]([CH3:16])[CH2:13][C@H:12]1[C:17]1[NH:18][CH:19]=[C:20]([C:22]2[CH:27]=[CH:26][C:25](B3OC(C)(C)C(C)(C)O3)=[CH:24][CH:23]=2)[N:21]=1)=[O:10])[CH:6]([CH3:8])[CH3:7].[C:38]([O:42][C:43]([N:45]1[CH2:50][CH2:49][N:48]([C:51]2[CH:56]=[CH:55][C:54]([C:57](=[O:72])[NH:58][C:59]3[CH:64]=[C:63]([O:65][C:66]([F:69])([F:68])[F:67])[C:62](Br)=[CH:61][C:60]=3[Cl:71])=[CH:53][N:52]=2)[C@H:47]([CH3:73])[CH2:46]1)=[O:44])([CH3:41])([CH3:40])[CH3:39].O.C(=O)([O-])[O-].[K+].[K+]>C1(C)C=CC=CC=1.C1C=CC([P]([Pd]([P](C2C=CC=CC=2)(C2C=CC=CC=2)C2C=CC=CC=2)([P](C2C=CC=CC=2)(C2C=CC=CC=2)C2C=CC=CC=2)[P](C2C=CC=CC=2)(C2C=CC=CC=2)C2C=CC=CC=2)(C2C=CC=CC=2)C2C=CC=CC=2)=CC=1>[C:38]([O:42][C:43]([N:45]1[CH2:50][CH2:49][N:48]([C:51]2[CH:56]=[CH:55][C:54]([C:57](=[O:72])[NH:58][C:59]3[C:60]([Cl:71])=[CH:61][C:62]([C:25]4[CH:26]=[CH:27][C:22]([C:20]5[N:21]=[C:17]([C@@H:12]6[CH2:13][C@H:14]([CH3:16])[CH2:15][N:11]6[C:9](=[O:10])[C@@H:5]([NH:4][C:3]([O:2][CH3:1])=[O:37])[CH:6]([CH3:8])[CH3:7])[NH:18][CH:19]=5)=[CH:23][CH:24]=4)=[C:63]([O:65][C:66]([F:69])([F:68])[F:67])[CH:64]=3)=[CH:53][N:52]=2)[C@H:47]([CH3:73])[CH2:46]1)=[O:44])([CH3:41])([CH3:40])[CH3:39] |f:3.4.5,^1:91,93,112,131|. Procedure: To a solution of [(S)-2-methyl-1-((2S,4S)-4-methyl-2-{4-[4-(4,4,5,5-tetramethyl-1,3,2-dioxaborolan-2-yl)-phenyl]-1H-imidazol-2-yl}-pyrrolidine-1-carbonyl)-propyl]-carbamic acid methyl ester (155 mg, 0.30 mmol) and (R)-4-[5-(4-bromo-2-chloro-5-trifluoromethoxy-phenylcarbamoyl)-pyridin-2-yl]-3-methyl-piperazine-1-carboxylic acid tert-butyl ester (180 mg, 0.30 mmol, Preparation 1) dissolved in toluene (1.9 mL) and water (0.33 mL) was added potassium carbonate (210 mg, 1.52 mmol). The reaction mixtu... Reactants: O (water), C([O-])([O-])=O.[K+].[K+] (potassium carbonate), COC(N[C@@H](C(C)C)C(=O)N1[C@@H](C[C@@H](C1)C)C=1NC=C(N1)C1=CC=C(C=C1)B1OC(C(O1)(C)C)(C)C)=O ([(S)-2-methyl-1-((2S,4S)-4-methyl-2-{4-[4-(4,4,5,5-tetramethyl-1,3,2-dioxaborolan-2-yl)-phenyl]-1H-imidazol-2-yl}-pyrrolidine-1-carbonyl)-propyl]-carbamic acid methyl ester), C(C)(C)(C)OC(=O)N1C[C@H](N(CC1)C1=NC=C(C=C1)C(NC1=C(C=C(C(=C1)OC(F)(F)F)Br)Cl)=O)C ((R)-4-[5-(4-bromo-2-chloro-5-trifluoromethoxy-phenylcarbamoyl)-pyridin-2-yl]-3-methyl-piperazine-1-carboxylic acid tert-butyl ester). The solvent is C1(=CC=CC=C1)C (toluene).